Dataset: the Open Reaction Database (ORD), a public repository of structured organic reaction records. Task: describe an organic reaction: reactants, conditions, products, and yield Reactants: CCOC(=O)c1sc(N2CCC(NC)CC2)nc1C, CN1CCOCC1, CCc1[nH]c(C(=O)O)nc1Cl, On1nnc2ccccc21. The product is CCOC(=O)c1sc(N2CCC(N(C)C(=O)c3nc(Cl)c(CC)[nH]3)CC2)nc1C. RXN SMILES: [CH3:1][c:2]1[n:3][c:4]([N:12]2[CH2:13][CH2:14][CH:15]([NH:18][CH3:19])[CH2:16][CH2:17]2)[s:5][c:6]1[C:7](=[O:8])[O:9][CH2:10][CH3:11].[CH3:41][N:42]1[CH2:43][CH2:44][O:45][CH2:46][CH2:47]1.[Cl:20][c:21]1[n:22][c:23]([C:28](=[O:29])[OH:30])[nH:24][c:25]1[CH2:26][CH3:27].[OH:31][n:32]1[c:33]2[cH:34][cH:35][cH:36][cH:37][c:38]2[n:39][n:40]1>>[CH3:1][c:2]1[n:3][c:4]([N:12]2[CH2:13][CH2:14][CH:15]([N:18]([CH3:19])[C:28]([c:23]3[n:22][c:21]([Cl:20])[c:25]([CH2:26][CH3:27])[nH:24]3)=[O:30])[CH2:16][CH2:17]2)[s:5][c:6]1[C:7](=[O:8])[O:9][CH2:10][CH3:11]. Starting materials: C(C)(C)(C)C1=CC=C(C=C1)NC=1C2=C(N=C(N1)CN1CCOCC1)CN(CC2)CC2=CC=CC=C2 (N-(4-tert-butylphenyl)-7-benzyl-5,6,7,8-tetrahydro-2-(morpholinomethyl)pyrido[3,4-d]pyrimidin-4-amine), [H][H] (hydrogen). The reagents and catalysts are [OH-].[OH-].[Pd+2] (palladium hydroxide on carbon). Run in CO (methanol). The product is C(C)(C)(C)C1=CC=C(C=C1)NC=1C2=C(N=C(N1)CN1CCOCC1)CNCC2 (N-(4-tert-Butylphenyl)-5,6,7,8-tetrahydro-2-(morpholinomethyl)pyrido[3,4-d]pyrimidin-4-amine). Yield: 77.1%. As a reaction SMILES: [C:1]([C:5]1[CH:10]=[CH:9][C:8]([NH:11][C:12]2[C:13]3[CH2:28][CH2:27][N:26](CC4C=CC=CC=4)[CH2:25][C:14]=3[N:15]=[C:16]([CH2:18][N:19]3[CH2:24][CH2:23][O:22][CH2:21][CH2:20]3)[N:17]=2)=[CH:7][CH:6]=1)([CH3:4])([CH3:3])[CH3:2].[H][H]>CO.[OH-].[OH-].[Pd+2]>[C:1]([C:5]1[CH:10]=[CH:9][C:8]([NH:11][C:12]2[C:13]3[CH2:28][CH2:27][NH:26][CH2:25][C:14]=3[N:15]=[C:16]([CH2:18][N:19]3[CH2:20][CH2:21][O:22][CH2:23][CH2:24]3)[N:17]=2)=[CH:7][CH:6]=1)([CH3:4])([CH3:2])[CH3:3] |f:3.4.5|. Procedure: Catalytic amount palladium hydroxide on carbon powder (20% Pd, moisture ea. 60%) was added to the solution of N-(4-tert-butylphenyl)-7-benzyl-5,6,7,8-tetrahydro-2-(morpholinomethyl)pyrido[3,4-d]pyrimidin-4-amine (240 mg, 0.51 mmol) in methanol and was stirred at hydrogen atmosphere over night at room temperature. Reaction solution was filtered through celite and filtrate was concentrated to yield the product as a white powder (150 mg, 77%). Reactants: Cc1nc2sccn2c(=O)c1-c1ccc(OC(F)(F)F)cc1, COc1cccc(C=O)c1OCC(C)(C)C, CC[O-], CCO, [Na+]. Product: COc1cccc(C=Cc2nc3sccn3c(=O)c2-c2ccc(OC(F)(F)F)cc2)c1OCC(C)(C)C. As a reaction SMILES: [CH3:1][c:2]1[n:3][c:4]2[n:5]([c:6](=[O:19])[c:7]1-[c:8]1[cH:9][cH:10][c:11]([O:14][C:15]([F:16])([F:17])[F:18])[cH:12][cH:13]1)[cH:20][cH:21][s:22]2.[CH3:23][O:24][c:25]1[c:26]([O:33][CH2:34][C:35]([CH3:36])([CH3:37])[CH3:38])[c:27]([CH:28]=[O:29])[cH:30][cH:31][cH:32]1.[CH3:40][CH2:41][O-:42].[CH3:43][CH2:44][OH:45].[Na+:39]>>[CH:1]([c:2]1[n:3][c:4]2[n:5]([c:6](=[O:19])[c:7]1-[c:8]1[cH:9][cH:10][c:11]([O:14][C:15]([F:16])([F:17])[F:18])[cH:12][cH:13]1)[cH:20][cH:21][s:22]2)=[CH:28][c:27]1[c:26]([O:33][CH2:34][C:35]([CH3:36])([CH3:37])[CH3:38])[c:25]([O:24][CH3:23])[cH:32][cH:31][cH:30]1. Reactants: C(C1=CC=CC=C1)O[C@@H]1C(O[C@@]([C@@H]([C@H]1OCC1=CC=CC=C1)OCC1=CC=CC=C1)(OC)C1=CC(=C(C=C1)Cl)CC1=CC=C(C=C1)OCC)(CO)CO ([(3S,4S,5R,6S)-3,4,5-tribenzyloxy-6-[4-chloro-3-[(4-ethoxyphenyl)methyl]phenyl]-2-(hydroxymethyl)-6-methoxy-tetrahydropyran-2-yl]methanol), O.C1(=CC=C(C=C1)S(=O)(=O)O)C (p-toluenesulfonic acid monohydrate). Run in ClCCl (dichloromethane). Conditions: time 1 hour. Yields the product C(C1=CC=CC=C1)O[C@@H]1[C@@]2(CO[C@]([C@@H]([C@H]1OCC1=CC=CC=C1)OCC1=CC=CC=C1)(O2)C2=CC(=C(C=C2)Cl)CC2=CC=C(C=C2)OCC)CO ([(1S,2S,3S,4R,5S)-2,3,4-tribenzyloxy-5-[4-chloro-3-[(4-ethoxyphenyl)methyl]phenyl]-6,8-dioxabicyclo[3.2.1]octan-1-yl]methanol). The yield is 88.7%. As a reaction SMILES: C([O:8][C@H:9]1[C@H:14]([O:15][CH2:16][C:17]2[CH:22]=[CH:21][CH:20]=[CH:19][CH:18]=2)[C@@H:13]([O:23][CH2:24][C:25]2[CH:30]=[CH:29][CH:28]=[CH:27][CH:26]=2)[C@@:12]([C:33]2[CH:38]=[CH:37][C:36]([Cl:39])=[C:35]([CH2:40][C:41]3[CH:46]=[CH:45][C:44]([O:47][CH2:48][CH3:49])=[CH:43][CH:42]=3)[CH:34]=2)([O:31]C)[O:11][C:10]1([CH2:52]O)[CH2:50][OH:51])C1C=CC=CC=1.O.[C:55]1([CH3:65])[CH:60]=[CH:59][C:58](S(O)(=O)=O)=[CH:57][CH:56]=1>ClCCl>[CH2:65]([O:8][C@H:9]1[C@H:14]([O:15][CH2:16][C:17]2[CH:18]=[CH:19][CH:20]=[CH:21][CH:22]=2)[C@@H:13]([O:23][CH2:24][C:25]2[CH:30]=[CH:29][CH:28]=[CH:27][CH:26]=2)[C@:12]2([C:33]3[CH:38]=[CH:37][C:36]([Cl:39])=[C:35]([CH2:40][C:41]4[CH:46]=[CH:45][C:44]([O:47][CH2:48][CH3:49])=[CH:43][CH:42]=4)[CH:34]=3)[O:11][C@@:10]1([CH2:50][OH:51])[CH2:52][O:31]2)[C:55]1[CH:60]=[CH:59][CH:58]=[CH:57][CH:56]=1 |f:1.2|. Reported procedure: To a solution of [(3S,4S,5R,6S)-3,4,5-tribenzyloxy-6-[4-chloro-3-[(4-ethoxyphenyl)methyl]phenyl]-2-(hydroxymethyl)-6-methoxy-tetrahydropyran-2-yl]methanol 1i (2.49 g, 3.37 mmol) in dichloromethane (300 mL) was added p-toluenesulfonic acid monohydrate (0.32 g, 1.69 mmol) at room temperature. The mixture was stirred at room temperature for 1 hour and quenched with 30 mL of saturated aqueous sodium bicarbonate. The resulting mixture was extracted with dichloromethane (20 mL×2). The combined organic...